Dataset: the Open Reaction Database (ORD), a public repository of structured organic reaction records. Task: describe an organic reaction: reactants, conditions, products, and yield Starting materials: [Br-], [Br-], [Br-], CC(=O)c1ccc(OCc2ccccc2)c([N+](=O)[O-])c1, C1CCOC1, C[N+](C)(C)c1ccccc1, C[N+](C)(C)c1ccccc1, C[N+](C)(C)c1ccccc1. Yields the product O=C(CBr)c1ccc(OCc2ccccc2)c([N+](=O)[O-])c1. RXN SMILES: [Br-:1].[Br-:2].[Br-:3].[CH2:34]([c:35]1[cH:36][cH:37][cH:38][cH:39][cH:40]1)[O:41][c:42]1[c:43]([N+:51](=[O:52])[O-:53])[cH:44][c:45]([C:48]([CH3:49])=[O:50])[cH:46][cH:47]1.[CH2:54]1[O:55][CH2:56][CH2:57][CH2:58]1.[c:14]1([N+:15]([CH3:16])([CH3:17])[CH3:18])[cH:19][cH:20][cH:21][cH:22][cH:23]1.[c:24]1([N+:25]([CH3:26])([CH3:27])[CH3:28])[cH:29][cH:30][cH:31][cH:32][cH:33]1.[c:4]1([N+:5]([CH3:6])([CH3:7])[CH3:8])[cH:9][cH:10][cH:11][cH:12][cH:13]1>>[Br:1][CH2:49][C:48]([c:45]1[cH:44][c:43]([N+:51](=[O:52])[O-:53])[c:42]([O:41][CH2:34][c:35]2[cH:36][cH:37][cH:38][cH:39][cH:40]2)[cH:47][cH:46]1)=[O:50]. Reactants: ClC=1C=C(C=CC1)C1C(=C(NC(=C1C(=O)[O-])C)C)C(=O)OCCC#N (mono(2-cyanoethyl) 4-(3-chlorophenyl)-2,6-dimethyl-1,4-dihydropyridine-3,5-dicarboxylate), COC1=C(C=CC=C1)C=CCN (3-(2-methoxyphenyl)-allylamine), Cl.CN(CCCN=C=NCC)C (1-(3-dimethylaminopropyl)-3-ethylcarbodiimide hydrochloride), ON1N=NC2=C1C=CC=C2 (1-hydroxybenzotriazole). Run in ClCCl (dichloromethane). Reaction conditions: time 2 hour. Yields the product ClC=1C=C(C=CC1)C1C(=C(NC(=C1C(NCC=CC1=C(C=CC=C1)OC)=O)C)C)C(=O)OCCC#N (2-cyanoethyl 4-(3-chlorophenyl)-2,6-dimethyl-5-{[3-(2-methoxyphenyl)-2-propene-1-yl]carbamoyl}-1,4-dihydropyridine-3-carboxylate). Reaction SMILES: [Cl:1][C:2]1[CH:3]=[C:4]([CH:8]2[C:13]([C:14]([O-])=[O:15])=[C:12]([CH3:17])[NH:11][C:10]([CH3:18])=[C:9]2[C:19]([O:21][CH2:22][CH2:23][C:24]#[N:25])=[O:20])[CH:5]=[CH:6][CH:7]=1.[CH3:26][O:27][C:28]1[CH:33]=[CH:32][CH:31]=[CH:30][C:29]=1[CH:34]=[CH:35][CH2:36][NH2:37].Cl.CN(C)CCCN=C=NCC.ON1C2C=CC=CC=2N=N1>ClCCl>[Cl:1][C:2]1[CH:3]=[C:4]([CH:8]2[C:13]([C:14](=[O:15])[NH:37][CH2:36][CH:35]=[CH:34][C:29]3[CH:30]=[CH:31][CH:32]=[CH:33][C:28]=3[O:27][CH3:26])=[C:12]([CH3:17])[NH:11][C:10]([CH3:18])=[C:9]2[C:19]([O:21][CH2:22][CH2:23][C:24]#[N:25])=[O:20])[CH:5]=[CH:6][CH:7]=1 |f:2.3|. Reported procedure: 150 mg (0.416 mmol) of mono(2-cyanoethyl) 4-(3-chlorophenyl)-2,6-dimethyl-1,4-dihydropyridine-3,5-dicarboxylate and 81.4 mg (0.499 mmol) of 3-(2-methoxyphenyl)-allylamine were dissolved in 10 ml of dichloromethane. 120 mg (0.624 mmol) of 1-(3-dimethylaminopropyl)-3-ethylcarbodiimide hydrochloride and 63.7 mg (0.416 mmol) of 1-hydroxybenzotriazole were added to the obtained solution under cooling with ice, and they were stirred at room temperature for 2 hours. Dichloromethane was evaporated under... Starting materials: O (water), C(C)N(C(C)C)C(C)C (N-ethyldiisopropylamine), C1(=CC=CC2=CC=CC=C12)OC[C@@H]1NCCC1 ((R)-2-(naphthalen-1-yloxymethyl)pyrrolidine), ClC1=NC=CC(=N1)Cl (2,4-dichloropyrimidine). Run in C(C)(=O)OCC (ethyl acetate), C(C)(C)O (isopropanol). Reaction conditions: temperature 80 celsius. Product: ClC1=NC=CC(=N1)N1[C@H](CCC1)COC1=CC=CC2=CC=CC=C12 (2-chloro-4-[(R)-2-(naphthalen-1-yloxymethyl)pyrrolidin-1-yl]pyrimidine). Isolated yield 64.4%. Reaction SMILES: [Cl:1][C:2]1[N:7]=[C:6](Cl)[CH:5]=[CH:4][N:3]=1.C(N(C(C)C)C(C)C)C.[C:18]1([O:28][CH2:29][C@H:30]2[CH2:34][CH2:33][CH2:32][NH:31]2)[C:27]2[C:22](=[CH:23][CH:24]=[CH:25][CH:26]=2)[CH:21]=[CH:20][CH:19]=1.O>C(O)(C)C.C(OCC)(=O)C>[Cl:1][C:2]1[N:7]=[C:6]([N:31]2[CH2:32][CH2:33][CH2:34][C@@H:30]2[CH2:29][O:28][C:18]2[C:27]3[C:22](=[CH:23][CH:24]=[CH:25][CH:26]=3)[CH:21]=[CH:20][CH:19]=2)[CH:5]=[CH:4][N:3]=1. Procedure: 327 mg of 2,4-dichloropyrimidine are dissolved in 20 ml of isopropanol, and 0.8 ml of N-ethyldiisopropylamine and 500 mg of (R)-2-(naphthalen-1-yloxymethyl)pyrrolidine are added. This mixture is warmed at 80° C. for 6 h. After cooling, the batch is poured into 40 ml of water and 40 ml of ethyl acetate. After phase separation, the organic phase is dried, evaporated and chromatographed on silica gel, giving 480 mg of 2-chloro-4-[(R)-2-(naphthalen-1-yloxymethyl)pyrrolidin-1-yl]pyrimidine as colourl... The reactants are C(C1=CC=CC=C1)OC1=C(C=C2C(=C(C=NC2=C1)C#N)Cl)OC (7-benzyloxy-4-chloro-6-methoxy-quinoline-3-carbonitrile), ClC1=CC(=C(N)C=C1)F (4-chloro-2-fluoroaniline), Cl.N1=CC=CC=C1 (pyridine hydrochloride), C(C)OC(C)O (ethoxyethanol), C([O-])([O-])=O.[Na+].[Na+] (sodium carbonate). Run in O (water). Yields the product Cl.C(C1=CC=CC=C1)OC1=C(C=C2C(=C(C=NC2=C1)C#N)NC1=C(C=C(C=C1)Cl)F)OC (7-Benzyloxy-4-(4-chloro-2-fluoro-phenylamino)-6-methoxy-quinoline-3-carbonitrile hydrochloride). RXN SMILES: [CH2:1]([O:8][C:9]1[CH:18]=[C:17]2[C:12]([C:13]([Cl:21])=[C:14]([C:19]#[N:20])[CH:15]=[N:16]2)=[CH:11][C:10]=1[O:22][CH3:23])[C:2]1[CH:7]=[CH:6][CH:5]=[CH:4][CH:3]=1.[Cl:24][C:25]1[CH:31]=[CH:30][C:28]([NH2:29])=[C:27]([F:32])[CH:26]=1.Cl.N1C=CC=CC=1.C(OC(O)C)C.C(=O)([O-])[O-].[Na+].[Na+]>O>[ClH:21].[CH2:1]([O:8][C:9]1[CH:18]=[C:17]2[C:12]([C:13]([NH:29][C:28]3[CH:30]=[CH:31][C:25]([Cl:24])=[CH:26][C:27]=3[F:32])=[C:14]([C:19]#[N:20])[CH:15]=[N:16]2)=[CH:11][C:10]=1[O:22][CH3:23])[C:2]1[CH:7]=[CH:6][CH:5]=[CH:4][CH:3]=1 |f:2.3,5.6.7,9.10|. Procedure details: A mixture of 0.200 g of 7-benzyloxy-4-chloro-6-methoxy-quinoline-3-carbonitrile 0.108 g of 4-chloro-2-fluoroaniline, 0.071 g of pyridine hydrochloride, and 3 ml of ethoxyethanol was stirred under nitrogen, at reflux temperature for 1 h. The mixture was cooled and added to 10 ml of water. To this mixture was added sodium carbonate until pH 9. The product was collected, washed with water, and dried to give 0.150 g of 7-Benzyloxy-4-(4-chloro-2-fluoro-phenylamino)-6-methoxy-quinoline-3-carbonitrile ...